This data is from the Open Reaction Database (ORD), a public repository of structured organic reaction records. The task is: describe an organic reaction: reactants, conditions, products, and yield The reactants are C(C)(=O)NC1=C(OCCN(C)CCC2=CC(=C(C=C2)OC)OC)C=CC(=C1)NS(=O)(=O)C (1-(2-Acetamido-4-methanesulfonamidophenoxy)-2-[N-(3,4-dimethoxyphenethyl)-N-methylamino]ethane), Cl (HCl), [OH-].[Na+] (sodium hydroxide). The product is titled compound, Cl.NC1=C(OCCN(C)CCC2=CC(=C(C=C2)OC)OC)C=CC(=C1)NS(=O)(=O)C (1-(2-amino-4-methanesulfonamidophenoxy)-2-[N-(3,4-dimethoxyphenethyl)-N-methylamino]ethane hydrochloride). RXN SMILES: C([NH:4][C:5]1[CH:27]=[C:26]([NH:28][S:29]([CH3:32])(=[O:31])=[O:30])[CH:25]=[CH:24][C:6]=1[O:7][CH2:8][CH2:9][N:10]([CH2:12][CH2:13][C:14]1[CH:19]=[CH:18][C:17]([O:20][CH3:21])=[C:16]([O:22][CH3:23])[CH:15]=1)[CH3:11])(=O)C.[OH-].[Na+].[ClH:35]>>[ClH:35].[NH2:4][C:5]1[CH:27]=[C:26]([NH:28][S:29]([CH3:32])(=[O:31])=[O:30])[CH:25]=[CH:24][C:6]=1[O:7][CH2:8][CH2:9][N:10]([CH2:12][CH2:13][C:14]1[CH:19]=[CH:18][C:17]([O:20][CH3:21])=[C:16]([O:22][CH3:23])[CH:15]=1)[CH3:11] |f:1.2,4.5|. Procedure: 1-(2-Acetamido-4-methanesulfonamidophenoxy)-2-[N-(3,4-dimethoxyphenethyl)-N-methylamino]ethane (1 g, 2.2 mmol) was heated in 3N HCl (10 ml) at the reflux temperature for 3 h. Thereafter, the reaction mixture was neutralized to a pH of 6-7 with a solution of 10% sodium hydroxide, followed by extraction with ethyl acetate; the organic extract was then dried with magnesium sulfate and the solvent was evaporated. The residue was subjected to column chromatography on silica gel using, as an eluent, c...